Dataset: the Open Reaction Database (ORD), a public repository of structured organic reaction records. Task: describe an organic reaction: reactants, conditions, products, and yield Reactants: O=C([O-])[O-], COC(=O)COc1ccc(Cl)c2[nH]c(C)c(Cc3ccc(S(C)(=O)=O)cc3Cl)c(=O)c12, CN(C)C=O, CC(=O)OC(F)(F)Cl, [K+], [K+], O. Product: COC(=O)COc1ccc(Cl)c2nc(C)c(Cc3ccc(S(C)(=O)=O)cc3Cl)c(OC(F)F)c12. As a reaction SMILES: [C:37](=[O:38])([O-:39])[O-:40].[CH3:1][O:2][C:3]([CH2:4][O:5][c:6]1[c:7]2[c:8](=[O:30])[c:9]([CH2:18][c:19]3[c:20]([Cl:29])[cH:21][c:22]([S:25](=[O:26])(=[O:27])[CH3:28])[cH:23][cH:24]3)[c:10]([CH3:17])[nH:11][c:12]2[c:13]([Cl:16])[cH:14][cH:15]1)=[O:31].[CH3:32][N:33]([CH3:34])[CH:35]=[O:36].[Cl:43][C:44]([F:45])([F:46])[O:47][C:48](=[O:49])[CH3:50].[K+:41].[K+:42].[OH2:51]>>[CH3:1][O:2][C:3]([CH2:4][O:5][c:6]1[c:7]2[c:8]([O:30][CH:44]([F:45])[F:46])[c:9]([CH2:18][c:19]3[c:20]([Cl:29])[cH:21][c:22]([S:25](=[O:26])(=[O:27])[CH3:28])[cH:23][cH:24]3)[c:10]([CH3:17])[n:11][c:12]2[c:13]([Cl:16])[cH:14][cH:15]1)=[O:31].